Task: describe an organic reaction: reactants, conditions, products, and yield. Dataset: the Open Reaction Database (ORD), a public repository of structured organic reaction records The reactants are C(C)OC(COC1=C(C=C(C=C1)N(C(CCC)C=1C(=NC(=CC1)C1=CC(=CC=C1)C(F)(F)F)C)C)CCCOC)=O ([rac]-[2-(3-methoxy-propyl)-4-(methyl-{1-[2-methyl-6-(3-trifluoromethyl-phenyl)-pyridin-3-yl]-butyl}-amino)-phenoxy]-acetic acid ethyl ester), [OH-].[Na+] (NaOH), Cl (HCl). The solvent is C1CCOC1.CCO (THF EtOH). Conditions: time 2 hour. Yields the product COCCCC1=C(OCC(=O)O)C=CC(=C1)N(C(CCC)C=1C(=NC(=CC1)C1=CC(=CC=C1)C(F)(F)F)C)C ([rac]-[2-(3-Methoxy-propyl)-4-(methyl-{1-[2-methyl-6-(3-trifluoromethyl-phenyl)-pyridin-3-yl]-butyl}-amino)-phenoxy]-acetic acid). Reaction SMILES: C([O:3][C:4](=[O:41])[CH2:5][O:6][C:7]1[CH:12]=[CH:11][C:10]([N:13]([CH3:35])[CH:14]([C:18]2[C:19]([CH3:34])=[N:20][C:21]([C:24]3[CH:29]=[CH:28][CH:27]=[C:26]([C:30]([F:33])([F:32])[F:31])[CH:25]=3)=[CH:22][CH:23]=2)[CH2:15][CH2:16][CH3:17])=[CH:9][C:8]=1[CH2:36][CH2:37][CH2:38][O:39][CH3:40])C.[OH-].[Na+].Cl>C1COCC1.CCO>[CH3:40][O:39][CH2:38][CH2:37][CH2:36][C:8]1[CH:9]=[C:10]([N:13]([CH3:35])[CH:14]([C:18]2[C:19]([CH3:34])=[N:20][C:21]([C:24]3[CH:29]=[CH:28][CH:27]=[C:26]([C:30]([F:33])([F:32])[F:31])[CH:25]=3)=[CH:22][CH:23]=2)[CH2:15][CH2:16][CH3:17])[CH:11]=[CH:12][C:7]=1[O:6][CH2:5][C:4]([OH:41])=[O:3] |f:1.2,4.5|. Reported procedure: 0.082 g (0.143 mmol) of the above prepared [rac]-[2-(3-methoxy-propyl)-4-(methyl-{1-[2-methyl-6-(3-trifluoromethyl-phenyl)-pyridin-3-yl]-butyl}-amino)-phenoxy]-acetic acid ethyl ester was dissolved in 1.64 ml of THF/EtOH=1/1, treated at 0° C. with 0.43 ml (3 eq.) of 1N NaOH, and kept at ambient temperature for 2 h. The reaction mixture was then neutralized with HCl dil. to pH 7, extracted with AcOEt, the organic layer was washed with water, dried over sodium sulfate, and evaporated to dryness to... Starting materials: C1(=CC=C(C=C1)S(=O)(=O)OC[C@H]1COC=2C(=C3CC(NC3=CC2)=O)O1)C ((R)-2-(Toluene-4-sulfonyloxymethyl)-2,3,8,9-tetrahydro-7H-1,4-dioxino[2,3-e]indol-8-one), FC1=CC=C(CN)C=C1 (4-fluorobenzylamine), O (water). Run in CS(=O)C (DMSO). Run at temperature 85 celsius. Yields the product FC1=CC=C(CNC2(COC=3C(=C4CC(NC4=CC3)=O)O2)C)C=C1 (2-(4-Fluoro-benzylamino)-methyl-2,3,8,9-tetrahydro-7H-1,4-dioxino[2,3-e]-indol-8-one). Isolated yield 61.5%. As a reaction SMILES: C1(C)C=CC(S(O[CH2:11][C@@H:12]2[O:25][C:16]3=[C:17]4[C:21](=[CH:22][CH:23]=[C:15]3[O:14][CH2:13]2)[NH:20][C:19](=[O:24])[CH2:18]4)(=O)=O)=CC=1.[F:27][C:28]1[CH:35]=[CH:34][C:31]([CH2:32][NH2:33])=[CH:30][CH:29]=1.O>CS(C)=O>[F:27][C:28]1[CH:35]=[CH:34][C:31]([CH2:32][NH:33][C:12]2([CH3:11])[O:25][C:16]3=[C:17]4[C:21](=[CH:22][CH:23]=[C:15]3[O:14][CH2:13]2)[NH:20][C:19](=[O:24])[CH2:18]4)=[CH:30][CH:29]=1. Procedure: (R)-2-(Toluene-4-sulfonyloxymethyl)-2,3,8,9-tetrahydro-7H-1,4-dioxino[2,3-e]indol-8-one (1.15 g, 3.07 mmole) and 4-fluorobenzylamine (1.56 ml, 13.6 mmole) were combined in 15 ml of dry DMSO and heated to 85° C. for 3.5 hours under a nitrogen atmosphere. After cooling to room temperature, 150 ml of water was added and the mixture was extracted twice with 250 ml portions of 50% ethyl acetate in hexane. The combined organic phases were washed with brine, dried over MgSO4, filtered and concentrated ... The reactants are N1CCC(CC1)NC(OC(C)(C)C)=O (tert-butyl piperidin-4-ylcarbamate), CN(C)C1CCNCC1 (4-(N,N-dimethylamino)piperidine), CCN=C=NCCCN(C)C (EDCI), CC(C(=O)O)CC (2-methylbutanoic acid). Solvent: C(Cl)Cl (CH2Cl2). Conditions: time 8 hour. The product is CC(C(=O)N1CCC(CC1)NC(OC(C)(C)C)=O)CC (tert-butyl (1-(2-methylbutanoyl)piperidin-4-yl)carbamate). The yield is 92.0%. As a reaction SMILES: [NH:1]1[CH2:6][CH2:5][CH:4]([NH:7][C:8](=[O:14])[O:9][C:10]([CH3:13])([CH3:12])[CH3:11])[CH2:3][CH2:2]1.CN(C1CCNCC1)C.CCN=C=NCCCN(C)C.[CH3:35][CH:36]([CH2:40][CH3:41])[C:37](O)=[O:38]>C(Cl)Cl>[CH3:35][CH:36]([CH2:40][CH3:41])[C:37]([N:1]1[CH2:2][CH2:3][CH:4]([NH:7][C:8](=[O:14])[O:9][C:10]([CH3:11])([CH3:13])[CH3:12])[CH2:5][CH2:6]1)=[O:38]. Procedure details: tert-butyl piperidin-4-ylcarbamate (1 g, 5 mmol), 4-(N,N-dimethylamino)piperidine (0.73 g, 6 mmol) and EDCI (1.15 g, 6 mmol) were added into a solution of 2-methylbutanoic acid (0.612 g, 6 mmol) in CH2Cl2 (200 mL). The reaction was stirred overnight at rt. The reaction was quenched with the addition of 0.1 M HCl. The organic layer was further washed with sat. NaHCO3 solution followed by sat. NaCl solution. The organic layers was concentrated under vacuo. The product was purified by flash chromat...